Dataset: the Open Reaction Database (ORD), a public repository of structured organic reaction records. Task: describe an organic reaction: reactants, conditions, products, and yield The reactants are C(N)(=O)C=1C=C(C=CC1)NC(C(=O)O)C1=CC(=C(C=C1)OC)OC (2-(3-Carbamoylphenylamino)-2-(3,4-dimethoxyphenyl)acetic acid), Cl.C(C)(C)S(=O)(=O)C1=C(C=C(C=C1)NC(N(C)C)=O)[C@@H]1NCCC1 ((R)-3-(4-(Isopropylsulfonyl)-3-(pyrrolidin-2-yl)phenyl)-1,1-dimethylurea hydrochloride). Product: COC=1C=C(C=CC1OC)[C@H](C(=O)N1[C@H](CCC1)C1=C(C=CC(=C1)NC(=O)N(C)C)S(=O)(=O)C(C)C)NC=1C=C(C(=O)N)C=CC1 (3-((R)-1-(3,4-Dimethoxyphenyl)-2-((R)-2-(5-(3,3-dimethylureido)-2-(isopropylsulfonyl)phenyl)pyrrolidin-1-yl)-2-oxoethylamino)benzamide). RXN SMILES: [C:1]([C:4]1[CH:5]=[C:6]([NH:10][CH:11]([C:15]2[CH:20]=[CH:19][C:18]([O:21][CH3:22])=[C:17]([O:23][CH3:24])[CH:16]=2)[C:12](O)=[O:13])[CH:7]=[CH:8][CH:9]=1)(=[O:3])[NH2:2].Cl.[CH:26]([S:29]([C:32]1[CH:37]=[CH:36][C:35]([NH:38][C:39](=[O:43])[N:40]([CH3:42])[CH3:41])=[CH:34][C:33]=1[C@H:44]1[CH2:48][CH2:47][CH2:46][NH:45]1)(=[O:31])=[O:30])([CH3:28])[CH3:27]>>[CH3:24][O:23][C:17]1[CH:16]=[C:15]([C@@H:11]([NH:10][C:6]2[CH:5]=[C:4]([CH:9]=[CH:8][CH:7]=2)[C:1]([NH2:2])=[O:3])[C:12]([N:45]2[CH2:46][CH2:47][CH2:48][C@@H:44]2[C:33]2[CH:34]=[C:35]([NH:38][C:39]([N:40]([CH3:42])[CH3:41])=[O:43])[CH:36]=[CH:37][C:32]=2[S:29]([CH:26]([CH3:28])[CH3:27])(=[O:31])=[O:30])=[O:13])[CH:20]=[CH:19][C:18]=1[O:21][CH3:22] |f:1.2|. Procedure: Example 56 was prepared according to the general coupling condition using 1A and 31A. 1H NMR (400 MHz, Methanol-d4) δ ppm 1.17 (d, J=6.60 Hz, 3 H) 1.42 (d, J=7.15 Hz, 3H) 1.73 (dd, J=12.64, 5.50 Hz, 1H) 1.91-2.21 (m, 2H) 2.47 (dd, J=13.19, 7.70 Hz, 1H) 2.97 (s, 6H) 3.61 (s, 3H) 3.63-3.74 (m, 1H) 3.80-3.85 (m, 3H) 3.87-3.99 (m, 1H) 4.03-4.16 (m, 1H) 5.37 (s, 1H) 5.66 (dd, J=8.25, 4.95 Hz, 1H) 6.79 (s, 1H) 6.83-6.96 (m, 3H) 7.02 (d, J=8.25 Hz, 1H) 7.17-7.28 (m, 3H) 7.39 (dd, J=8.79, 2.20 Hz, 1H) 7... Reactants: C(C1=CC=CC=C1)C=1N=C2SC=CN2C1C(=S)OCC (ethyl 6-benzylthioimidazo [2,1-b]thiazole-5-carboxylate), [OH-].[Na+] (sodium hydroxide). Solvent: C(C)O (ethanol). Run at time 30 minute. Yields the product C(C1=CC=CC=C1)C=1N=C2SC=CN2C1C(=S)O (6-Benzylthioimidazo[2,1-b]thiazole-5-carboxylic acid). Isolated yield 94.5%. Reaction SMILES: [CH2:1]([C:8]1[N:9]=[C:10]2[N:14]([C:15]=1[C:16]([O:18]CC)=[S:17])[CH:13]=[CH:12][S:11]2)[C:2]1[CH:7]=[CH:6][CH:5]=[CH:4][CH:3]=1.[OH-].[Na+]>C(O)C>[CH2:1]([C:8]1[N:9]=[C:10]2[N:14]([C:15]=1[C:16]([OH:18])=[S:17])[CH:13]=[CH:12][S:11]2)[C:2]1[CH:7]=[CH:6][CH:5]=[CH:4][CH:3]=1 |f:1.2|. Reported procedure: To a solution of 3.5 g of ethyl 6-benzylthioimidazo [2,1-b]thiazole-5-carboxylate in 25 ml of ethanol is added sodium hydroxide solution (prepared by dissolving 1.5 g of sodium hydroxide in 7 ml of water) and the mixture is stirred for 30 minutes at 50°-60° C. and then under reflux for 20 minutes. The reaction solution is concentrated, added with 70 ml of water and adjusted to pH 3 by addition of hydrochloric acid. The precipitate is collected by filtration and dried to obtain 3.0 g of the title... The reactants are BrC1=C(C(=O)O)C=CC=C1C (2-bromo-3-methyl-benzoic acid), CO (methanol). The solvent is S(O)(O)(=O)=O (sulfuric acid). The product is BrC1=C(C(=O)OC)C=CC=C1C (methyl 2-bromo-3-methylbenzoate). As a reaction SMILES: [Br:1][C:2]1[C:10]([CH3:11])=[CH:9][CH:8]=[CH:7][C:3]=1[C:4]([OH:6])=[O:5].[CH3:12]O>S(=O)(=O)(O)O>[Br:1][C:2]1[C:10]([CH3:11])=[CH:9][CH:8]=[CH:7][C:3]=1[C:4]([O:6][CH3:12])=[O:5]. Procedure: A solution of 2-bromo-3-methyl-benzoic acid (21.5 g, 100 mmol) in 500 mL of methanol and 8 mL of concentrated sulfuric acid is refluxed overnight. Methanol is removed under reduced pressure, the residue is taken up in ether, washed with sodium bicarbonate, brine, and dried over magnesium sulfate, filtered, and evaporated under reduced pressure to give methyl 2-bromo-3-methylbenzoate as an oil. Starting materials: OC(C(=O)OCC1=CC=C(C=C1)OC)N1[C@@H]2SC(=N[C@@H]2C1=O)CC1=CC=CC=C1 (4-Methoxybenzyl (RS)-2-hydroxy-2-[(lR,5R)-3-benzyl-4-thia-2,6-diazabicyclo[3.2.0)hept-2-en-7-on-6-yl]acetate), C([O-])([O-])=O.[K+].[K+] (potassium carbonate), BrCC(=O)[C@H]1OC[C@@H]([C@H]1OC)OC ((2S,3R,4S)-2-Bromoacetyl-3.4-dimethoxYtetrahydrofuran), C1(=CC=C(C=C1)S(=O)(=O)O)C (4-toluenesulphonic acid), Example 6 ( b ). Solvent: O (water), CC(=O)C (acetone), CC(=O)C.ClCCl (acetone dichloromethane). Yields the product OC(C(=O)OCC1=CC=C(C=C1)OC)N1C([C@H]([C@H]1SCC(=O)[C@H]1OC[C@@H]([C@H]1OC)OC)NC(CC1=CC=CC=C1)=O)=O (4-Methoxybenzyl (2RS)-2-hydroxy-2-[(3R,4R)-4-[(2S.3R,4S)-3,4-dimethoxytetrahydrofuran-2-ylcarbonyl-methylthio]-3-phenylacetamidoazetidin-2-on-1-yl]acetate). Isolated yield 42.1%. Reaction SMILES: [OH:1][CH:2]([N:15]1[C:21](=[O:22])[C@@H:20]2[C@H:16]1[S:17][C:18]([CH2:23][C:24]1[CH:29]=[CH:28][CH:27]=[CH:26][CH:25]=1)=[N:19]2)[C:3]([O:5][CH2:6][C:7]1[CH:12]=[CH:11][C:10]([O:13][CH3:14])=[CH:9][CH:8]=1)=[O:4].C1(C)C=CC(S(O)(=O)=[O:37])=CC=1.Br[CH2:42][C:43]([C@@H:45]1[C@H:49]([O:50][CH3:51])[C@@H:48]([O:52][CH3:53])[CH2:47][O:46]1)=[O:44].C(=O)([O-])[O-].[K+].[K+]>CC(C)=O.ClCCl.O.CC(C)=O>[OH:1][CH:2]([N:15]1[C@H:16]([S:17][CH2:42][C:43]([C@@H:45]2[C@H:49]([O:50][CH3:51])[C@@H:48]([O:52][CH3:53])[CH2:47][O:46]2)=[O:44])[C@H:20]([NH:19][C:18](=[O:37])[CH2:23][C:24]2[CH:29]=[CH:28][CH:27]=[CH:26][CH:25]=2)[C:21]1=[O:22])[C:3]([O:5][CH2:6][C:7]1[CH:8]=[CH:9][C:10]([O:13][CH3:14])=[CH:11][CH:12]=1)=[O:4] |f:3.4.5,6.7|. Procedure: 4-Methoxybenzyl (RS)-2-hydroxy-2-[(lR,5R)-3-benzyl-4-thia-2,6-diazabicyclo[3.2.0)hept-2-en-7-on-6-yl]acetate (6.0 g, 14.6 mmol) in 50% acetone/dichloromethane (60 ml) was cleaved with 4-toluenesulphonic acid (5.0 g, 26.3 mmol) in water (12 ml). The product was reacted with crude bromide from Example 34 (e) (3.40 g, 13.4 mmol) in acetone (70 ml) followed by potassium carbonate (1.0 g, 7.2 mmol) as described in Example 6 (b). After work-up, the residue was purified by chromatography on silica gel ...